This data is from the Open Reaction Database (ORD), a public repository of structured organic reaction records. The task is: describe an organic reaction: reactants, conditions, products, and yield The reactants are C=1(O)C(O)=CC=CC1 (catechol), ClCC#N (chloroacetonitrile), C([O-])([O-])=O.[K+].[K+] (potassium carbonate), CC(=O)C (acetone), ClCC#N (chloroacetonitrile), C([O-])([O-])=O.[K+].[K+] (potassium carbonate). Run in [OH-].[Na+] (sodium hydroxide). Run at time 2 hour. The product is OC1=C(OCC#N)C=CC=C1 (2-(2-hydroxyphenoxy)acetonitrile). As a reaction SMILES: [C:1]1([C:3](=[CH:5][CH:6]=[CH:7][CH:8]=1)[OH:4])[OH:2].Cl[CH2:10][C:11]#[N:12].C(=O)([O-])[O-].[K+].[K+].CC(C)=O>[OH-].[Na+]>[OH:2][C:1]1[CH:8]=[CH:7][CH:6]=[CH:5][C:3]=1[O:4][CH2:10][C:11]#[N:12] |f:2.3.4,6.7|. Procedure details: A mixture of catechol (11 g., 0.1 mole), chloroacetonitrile (5.3 g., 0.07 mole), finely powdered potassium carbonate (11.1 g., 0.08 mole) and acetone (75 ml.) is refluxed with stirring for 2 hours. The mixture then is treated with chloroacetonitrile (3.8 g., 0.05 mole) and potassium carbonate (7.6 g., 0.055 mole) and refluxed for 4 hours. The mixture is filtered, the solids washed with more acetone and the combined filtrate evaporated in vacuo to give an oil. The oil is dissolved in dilute sodiu... Reactants: IC(C)C (2-iodopropane), C(C1=CC=CC=C1)OC=1C(NC=C(C1)Br)=O (3-(Benzyloxy)-5-bromopyridin-2(1H)-one), C(=O)([O-])[O-].[Cs+].[Cs+] (Cs2CO3). Run in CN(C)C=O (DMF). Run at time 8 hour. Yields the product EtOAc hexanes, C(C1=CC=CC=C1)OC=1C(N(C=C(C1)Br)C(C)C)=O (3-(Benzyloxy)-5-bromo-1-(propan-2-yl)pyridin-2(1H)-one). Isolated yield 25.2%. As a reaction SMILES: [CH2:1]([O:8][C:9]1[C:10](=[O:16])[NH:11][CH:12]=[C:13]([Br:15])[CH:14]=1)[C:2]1[CH:7]=[CH:6][CH:5]=[CH:4][CH:3]=1.C([O-])([O-])=O.[Cs+].[Cs+].I[CH:24]([CH3:26])[CH3:25]>CN(C=O)C>[CH2:1]([O:8][C:9]1[C:10](=[O:16])[N:11]([CH:24]([CH3:26])[CH3:25])[CH:12]=[C:13]([Br:15])[CH:14]=1)[C:2]1[CH:7]=[CH:6][CH:5]=[CH:4][CH:3]=1 |f:1.2.3|. Reported procedure: 3-(Benzyloxy)-5-bromopyridin-2(1H)-one (200 mg, 0.714 mmol), Cs2CO3 (302 mg, 0.928 mmol), and 2-iodopropane (0.086 mL, 0.857 mmol) were combined in DMF (3 mL) at RT. After stirring overnight the mixture was concentrated. The residue was taken up in CH2Cl2, filtered through a pad of Celite®, and concentrated. Flash column (Biotage-SNAP-10 g, 0-30% EtOAc/hexanes) gave the title compound as a clear oil (58 mg, 25%) which solidified under vacuum. 1H NMR (400 MHz, CDCl3): δ 7.46-7.29 (m, 5 H); 7.05 (...